This data is from the Open Reaction Database (ORD), a public repository of structured organic reaction records. The task is: describe an organic reaction: reactants, conditions, products, and yield Starting materials: O=C([O-])[O-], C=CCI, COC(=O)c1ccc(Oc2ccc(O)cc2)cc1, CS(C)=O, CCC(C)=O, [K+], [K+]. Product: C=CCOc1ccc(Oc2ccc(C(=O)OC)cc2)cc1. Reaction SMILES: [C:23](=[O:24])([O-:25])[O-:26].[CH2:19]([CH:20]=[CH2:21])[I:22].[CH3:1][O:2][C:3]([c:4]1[cH:5][cH:6][c:7]([O:10][c:11]2[cH:12][cH:13][c:14]([OH:17])[cH:15][cH:16]2)[cH:8][cH:9]1)=[O:18].[CH3:29][S:30]([CH3:31])=[O:32].[CH3:33][C:34](=[O:35])[CH2:36][CH3:37].[K+:27].[K+:28]>>[CH3:1][O:2][C:3]([c:4]1[cH:5][cH:6][c:7]([O:10][c:11]2[cH:12][cH:13][c:14]([O:17][CH2:21][CH:20]=[CH2:19])[cH:15][cH:16]2)[cH:8][cH:9]1)=[O:18]. The reactants are O=C=NC12CC3CC(CC(C3)C1)C2, ClCCl, Cl, CSc1ccc(C(OC2CNC2)c2ccccc2C(F)(F)F)cc1. Product: CSc1ccc(C(OC2CN(C(=O)NC34CC5CC(CC(C5)C3)C4)C2)c2ccccc2C(F)(F)F)cc1. As a reaction SMILES: [C:26]12([N:36]=[C:37]=[O:38])[CH2:27][CH:28]3[CH2:29][CH:30]([CH2:31][CH:32]([CH2:33]1)[CH2:34]3)[CH2:35]2.[Cl:39][CH2:40][Cl:41].[ClH:1].[F:2][C:3]([c:4]1[c:5]([CH:6]([c:7]2[cH:8][cH:9][c:10]([S:13][CH3:14])[cH:11][cH:12]2)[O:15][CH:16]2[CH2:17][NH:18][CH2:19]2)[cH:20][cH:21][cH:22][cH:23]1)([F:24])[F:25]>>[F:2][C:3]([c:4]1[c:5]([CH:6]([c:7]2[cH:8][cH:9][c:10]([S:13][CH3:14])[cH:11][cH:12]2)[O:15][CH:16]2[CH2:17][N:18]([C:37]([NH:36][C:26]34[CH2:27][CH:28]5[CH2:29][CH:30]([CH2:31][CH:32]([CH2:33]3)[CH2:34]5)[CH2:35]4)=[O:38])[CH2:19]2)[cH:20][cH:21][cH:22][cH:23]1)([F:24])[F:25]. Starting materials: Cl (HCl), C(C)(C)(C)C=1C=C(C(=C(N)C1)OC)[N+](=O)[O-] (5-tert-Butyl-2-methoxy-3-nitroaniline), C1(=CC=CC=C1)C (toluene), CS(=O)(=O)Cl (methanesulfonyl chloride). Run in O (water), N1=CC=CC=C1 (pyridine). Run at temperature 32.5 celsius, time 8 hour. Product: C(C)(C)(C)C=1C=C(C(=C(C1)NS(=O)(=O)C)OC)[N+](=O)[O-] (N-(5-tert-Butyl-2-methoxy-3-nitrophenyl)methanesulfonamide). As a reaction SMILES: [C:1]([C:5]1[CH:6]=[C:7]([N+:14]([O-:16])=[O:15])[C:8]([O:12][CH3:13])=[C:9]([CH:11]=1)[NH2:10])([CH3:4])([CH3:3])[CH3:2].C1(C)C=CC=CC=1.[CH3:24][S:25](Cl)(=[O:27])=[O:26].Cl>O.N1C=CC=CC=1>[C:1]([C:5]1[CH:6]=[C:7]([N+:14]([O-:16])=[O:15])[C:8]([O:12][CH3:13])=[C:9]([NH:10][S:25]([CH3:24])(=[O:27])=[O:26])[CH:11]=1)([CH3:4])([CH3:2])[CH3:3]. Procedure details: Under N2 was charged the product of step (vii) (471 g, 2.099 mol), toluene (1880 mL) and pyridine (471 mL), then methanesulfonyl chloride (179 mL) was added dropwise over 1 h while maintaining the temperature below 35° C. The reaction was stirred at 30-35° C. overnight, before being cooled to below 20° C., then water (1880 mL) and 2 M HCl (1880 mL) were charged (pH 3 achieved). The layers were separated and the organic phase was washed with 2.5% brine (1880 mL). Heptane (3760 mL) was then charge... The reactants are ClC1=C(N(C(C(=N1)Cl)=O)CC(=O)OCC1=CC=CC=C1)C (benzyl 2-[3,5-dichloro-2-methyl-6-oxo-1(6H)-pyrazinyl]acetate), C(C(C)C)N1[C@H](CCC1)CN ([(2R)-1-isobutylpyrrolidinyl]methanamine). Yields the product ClC1=C(N(C(C(=N1)NC[C@@H]1N(CCC1)CC(C)C)=O)CC(=O)OCC1=CC=CC=C1)C (Benzyl 2-[3-chloro-5-({[(2R)-1-isobutylpyrrolidinyl]methyl}amino)-2-methyl-6-oxo-1(6H)-pyrazinyl]acetate), product. Yield: 94.0%. Reaction SMILES: [Cl:1][C:2]1[N:7]=[C:6](Cl)[C:5](=[O:9])[N:4]([CH2:10][C:11]([O:13][CH2:14][C:15]2[CH:20]=[CH:19][CH:18]=[CH:17][CH:16]=2)=[O:12])[C:3]=1[CH3:21].[CH2:22]([N:26]1[CH2:30][CH2:29][CH2:28][C@@H:27]1[CH2:31][NH2:32])[CH:23]([CH3:25])[CH3:24]>>[Cl:1][C:2]1[N:7]=[C:6]([NH:32][CH2:31][C@H:27]2[CH2:28][CH2:29][CH2:30][N:26]2[CH2:22][CH:23]([CH3:25])[CH3:24])[C:5](=[O:9])[N:4]([CH2:10][C:11]([O:13][CH2:14][C:15]2[CH:20]=[CH:19][CH:18]=[CH:17][CH:16]=2)=[O:12])[C:3]=1[CH3:21]. Reported procedure: The title compound was prepared by a similar method to preparation 42 from benzyl 2-[3,5-dichloro-2-methyl-6-oxo-1(6H)-pyrazinyl]acetate (preperation 170 and [(2R)-1-isobutylpyrrolidinyl]methanamine [see preparation 60]. The crude product was purified by column chromatography on silica gel using ethyl acetate as the eluant, to afford the product as a yellow oil, (94%). Reactants: O=[O+][O-] (O3), C(C)OC(=O)C1=C(N(C=C1)C(C)C)C(O)C1=CC=C(C=C1)Cl (2-[(4-chloro-phenyl)-hydroxy-methyl]-1-isopropyl-1H-pyrrole-3-carboxylic acid ethyl ester), hydrochloride salt, O(S(=O)(=O)C)S(=O)(=O)C (Ms2O), COC(=O)C1=C(N(C(=C1)Br)C(C)C)C(O)C1=CC=C(C=C1)Cl (5-bromo-2-[(4-chloro-phenyl)-hydroxy-methyl]-1-isopropyl-1H-pyrrole-3-carboxylic acid methyl ester), CN1N=C(C(=C1)N)C (1,3-dimethyl-1H-pyrazol-4-ylamine), NC=1C=C(C(N(C1)CC1=CC=C(C=C1)OC)=O)Cl (5-amino-3-chloro-1-(4-methoxy-benzyl)-1H-pyridin-2-one). The solvent is CCN(CC)CC (Et3N). Product: BrC1=CC2=C(N1C(C)C)C(N(C2=O)C=2C(=NN(C2)C)C)C2=CC=C(C=C2)Cl (2-Bromo-6-(4-chloro-phenyl)-5-(1,3-dimethyl-1H-pyrazol-4-yl)-1-isopropyl-5,6-dihydro-1H-pyrrolo[3,4-b]pyrrol-4-one). As a reaction SMILES: O=[O+][O-].CO[C:6]([C:8]1[CH:12]=[C:11]([Br:13])[N:10]([CH:14]([CH3:16])[CH3:15])[C:9]=1[CH:17]([C:19]1[CH:24]=[CH:23][C:22]([Cl:25])=[CH:21][CH:20]=1)O)=[O:7].[CH3:26][N:27]1[CH:31]=[C:30]([NH2:32])[C:29]([CH3:33])=[N:28]1.C(OC(C1C=CN(C(C)C)C=1C(C1C=CC(Cl)=CC=1)O)=O)C.NC1C=C(Cl)C(=O)N(CC2C=CC(OC)=CC=2)C=1.O(S(C)(=O)=O)S(C)(=O)=O>CCN(CC)CC>[Br:13][C:11]1[N:10]([CH:14]([CH3:16])[CH3:15])[C:9]2[CH:17]([C:19]3[CH:24]=[CH:23][C:22]([Cl:25])=[CH:21][CH:20]=3)[N:32]([C:30]3[C:29]([CH3:33])=[N:28][N:27]([CH3:26])[CH:31]=3)[C:6](=[O:7])[C:8]=2[CH:12]=1. Reported procedure: The title compound was prepared in analogy to the procedure described for Intermediate O1 but in the step corresponding to Step O3, 5-bromo-2-[(4-chloro-phenyl)-hydroxy-methyl]-1-isopropyl-1H-pyrrole-3-carboxylic acid methyl ester (Step D3) and 1,3-dimethyl-1H-pyrazol-4-ylamine (free base generated from the hydrochloride salt [1147222-02-3]) were used instead of 2-[(4-chloro-phenyl)-hydroxy-methyl]-1-isopropyl-1H-pyrrole-3-carboxylic acid ethyl ester and 5-amino-3-chloro-1-(4-methoxy-benzyl)-1H-...